The task is: describe an organic reaction: reactants, conditions, products, and yield. This data is from the Open Reaction Database (ORD), a public repository of structured organic reaction records. Reactants: N-Aryl-benzenesulfonamides, NC1=C(C=C(C=C1)Cl)C(=O)C1=CC=CC=C1 ((2-amino-5-chloro-phenyl)-phenyl-methanone), ClC1=C(C=CC(=C1)Cl)S(=O)(=O)Cl (2,4-dichloro-benzenesulfonyl chloride). Product: C(C1=CC=CC=C1)(=O)C1=C(C=CC(=C1)Cl)NS(=O)(=O)C1=C(C=C(C=C1)Cl)Cl (N-(2-Benzoyl-4-chloro-phenyl)-2,4-dichloro-benzenesulfonamide). Reaction SMILES: [NH2:1][C:2]1[CH:7]=[CH:6][C:5]([Cl:8])=[CH:4][C:3]=1[C:9]([C:11]1[CH:16]=[CH:15][CH:14]=[CH:13][CH:12]=1)=[O:10].[Cl:17][C:18]1[CH:23]=[C:22]([Cl:24])[CH:21]=[CH:20][C:19]=1[S:25](Cl)(=[O:27])=[O:26]>>[C:9]([C:3]1[CH:4]=[C:5]([Cl:8])[CH:6]=[CH:7][C:2]=1[NH:1][S:25]([C:19]1[CH:20]=[CH:21][C:22]([Cl:24])=[CH:23][C:18]=1[Cl:17])(=[O:27])=[O:26])(=[O:10])[C:11]1[CH:12]=[CH:13][CH:14]=[CH:15][CH:16]=1. Procedure: The title compound was prepared according to the general procedure for the synthesis of N-Aryl-benzenesulfonamides previously described using 115 mg of (2-amino-5-chloro-phenyl)-phenyl-methanone and 123 mg of 2,4-dichloro-benzenesulfonyl chloride. 1H-NMR (400 MHz, CDCl3): δ 7.24 (m, 1H), 7.31 (m, 1H), 7.45 (m, 2H), 7.54 (m, 2H), 7.60-7.65 (m, 2H), 7.97 (d, 1H, J=8.4 Hz), 10.23 (s, 1H). MS: m/z 440.7 (M++1). Reactants: N1=CC(=CC=C1)N (pyridin-3-amine), FC1=CC=CC2=C1CCC(C(N2CC(F)(F)F)=O)N2N=NC(=C2)C2=CC(=C(C=C2)I)OC (6-fluoro-3-[4-(4-iodo-3-methoxyphenyl)-1H-1,2,3-triazol-1-yl]-1-(2,2,2-trifluoroethyl)-1,3,4,5-tetrahydro-2H-1-benzazepin-2-one), C([O-])([O-])=O.[K+].[K+] (potassium carbonate), CC(C)C1=CC(=C(C(=C1)C(C)C)C2=C(C=CC=C2)P(C3CCCCC3)C4CCCCC4)C(C)C (X-Phos). The reagents and catalysts are C=1C=CC(=CC1)/C=C/C(=O)/C=C/C2=CC=CC=C2.C=1C=CC(=CC1)/C=C/C(=O)/C=C/C2=CC=CC=C2.C=1C=CC(=CC1)/C=C/C(=O)/C=C/C2=CC=CC=C2.[Pd].[Pd] (tris(dibenzylideneacetone)dipalladium). The solvent is C(C)(C)(CC)O (t-amyl alcohol). Yields the product FC1=CC=CC2=C1CCC(C(N2CC(F)(F)F)=O)N2N=NC(=C2)C2=CC(=C(C=C2)NC=2C=NC=CC2)OC (6-fluoro-3-{4-[3-methoxy-4-(pyridin-3-ylamino)phenyl]-1H-1,2,3-triazol-1-yl}-1-(2,2,2-trifluoroethyl)-1,3,4,5-tetrahydro-2H-1-benzazepin-2-one). As a reaction SMILES: [N:1]1[CH:6]=[CH:5][CH:4]=[C:3]([NH2:7])[CH:2]=1.[F:8][C:9]1[C:14]2[CH2:15][CH2:16][CH:17]([N:26]3[CH:30]=[C:29]([C:31]4[CH:36]=[CH:35][C:34](I)=[C:33]([O:38][CH3:39])[CH:32]=4)[N:28]=[N:27]3)[C:18](=[O:25])[N:19]([CH2:20][C:21]([F:24])([F:23])[F:22])[C:13]=2[CH:12]=[CH:11][CH:10]=1.C(=O)([O-])[O-].[K+].[K+].CC(C1C=C(C(C)C)C(C2C=CC=CC=2P(C2CCCCC2)C2CCCCC2)=C(C(C)C)C=1)C>C(O)(CC)(C)C.C1C=CC(/C=C/C(/C=C/C2C=CC=CC=2)=O)=CC=1.C1C=CC(/C=C/C(/C=C/C2C=CC=CC=2)=O)=CC=1.C1C=CC(/C=C/C(/C=C/C2C=CC=CC=2)=O)=CC=1.[Pd].[Pd]>[F:8][C:9]1[C:14]2[CH2:15][CH2:16][CH:17]([N:26]3[CH:30]=[C:29]([C:31]4[CH:36]=[CH:35][C:34]([NH:7][C:3]5[CH:2]=[N:1][CH:6]=[CH:5][CH:4]=5)=[C:33]([O:38][CH3:39])[CH:32]=4)[N:28]=[N:27]3)[C:18](=[O:25])[N:19]([CH2:20][C:21]([F:22])([F:23])[F:24])[C:13]=2[CH:12]=[CH:11][CH:10]=1 |f:2.3.4,7.8.9.10.11|. Procedure details: A suspension of pyridin-3-amine (5.08 mg, 0.054 mmol), 6-fluoro-3-[4-(4-iodo-3-methoxyphenyl)-1H-1,2,3-triazol-1-yl]-1-(2,2,2-trifluoroethyl)-1,3,4,5-tetrahydro-2H-1-benzazepin-2-one (30 mg, 0.054 mmol), potassium carbonate (8.14 mg, 0.059 mmol), X-Phos (12.76 mg, 0.027 mmol), and tris(dibenzylideneacetone)dipalladium (9.81 mg, 0.011 mmol) were combined in a μwave vial and dissolved in t-amyl alcohol (1071 μl). The reaction was microwaved at 130° C. for 20 min. The reaction mixture was filtered,... The reactants are NCCC12CCCN1CCC2, Nc1c(Cl)cc(C(=O)O)c2c1CCO2, C1CCOC1. Product: Nc1c(Cl)cc(C(=O)NCCC23CCCN2CCC3)c2c1CCO2. Reaction SMILES: [NH2:15][CH2:16][CH2:17][C:18]12[CH2:19][CH2:20][CH2:21][N:22]1[CH2:23][CH2:24][CH2:25]2.[NH2:1][c:2]1[c:3]([Cl:14])[cH:4][c:5]([C:11](=[O:12])[OH:13])[c:6]2[c:10]1[CH2:9][CH2:8][O:7]2.[O:26]1[CH2:27][CH2:28][CH2:29][CH2:30]1>>[NH2:1][c:2]1[c:3]([Cl:14])[cH:4][c:5]([C:11](=[O:13])[NH:15][CH2:16][CH2:17][C:18]23[CH2:19][CH2:20][CH2:21][N:22]2[CH2:23][CH2:24][CH2:25]3)[c:6]2[c:10]1[CH2:9][CH2:8][O:7]2. Product: C(CCC)C=1N(C(=CN1)C=O)C (2-n-Butyl-1-methyl-1H-imidazole-5-carbaldehyde). Procedure: 2-n-Butyl-4-iodo-1-methyl-1H-imidazole-5-carbaldehyde (1.93 g, 6.6 mmol) dissolved in MeOH (100 ml) buffered with KOAc (850 mg) was treated with 10% Pd/C and shaken under 50 psi of H2 for 3 h. The catalyst was removed by filtration and the MeOH removed under reduced pressure. The residue was partitioned between CH2Cl2 and 5% NaHCO3 solution. The layers were separated and the aqueous portion further extracted with CH2Cl2 (2x). The combined organic portions were dried (MgSO4 anhydrous), filtered, ... RXN SMILES: [CH2:1]([C:5]1[N:6]([CH3:13])[C:7]([CH:11]=[O:12])=[C:8](I)[N:9]=1)[CH2:2][CH2:3][CH3:4].CC([O-])=O.[K+]>CO.[Pd]>[CH2:1]([C:5]1[N:6]([CH3:13])[C:7]([CH:11]=[O:12])=[CH:8][N:9]=1)[CH2:2][CH2:3][CH3:4] |f:1.2|. Run at time 3 hour. The reactants are C(CCC)C=1N(C(=C(N1)I)C=O)C (2-n-Butyl-4-iodo-1-methyl-1H-imidazole-5-carbaldehyde), CC(=O)[O-].[K+] (KOAc). Reagents/catalysts: [Pd] (Pd/C). The solvent is CO (MeOH). Reactants: CC1=NOC(=C1C1=CC=CC=2CN(CCOC21)C(=O)OC(C)(C)C)C (tert-butyl 9-(3,5-dimethylisoxazol-4-yl)-2,3-dihydro-1,4-benzoxazepine-4(5H)-carboxylate), C(C)(=O)OCC.Cl (hydrogen chloride-ethyl acetate). Run in C(C)(=O)OCC (ethyl acetate). Reaction conditions: time 1 hour. The product is Cl.CC1=NOC(=C1C1=CC=CC=2CNCCOC21)C (9-(3,5-dimethylisoxazol-4-yl)-2,3,4,5-tetrahydro-1,4-benzoxazepine hydrochloride). The yield is 69.0%. RXN SMILES: [CH3:1][C:2]1[C:6]([C:7]2[C:17]3[O:16][CH2:15][CH2:14][N:13](C(OC(C)(C)C)=O)[CH2:12][C:11]=3[CH:10]=[CH:9][CH:8]=2)=[C:5]([CH3:25])[O:4][N:3]=1.C(OCC)(=O)C.[ClH:32]>C(OCC)(=O)C>[ClH:32].[CH3:1][C:2]1[C:6]([C:7]2[C:17]3[O:16][CH2:15][CH2:14][NH:13][CH2:12][C:11]=3[CH:10]=[CH:9][CH:8]=2)=[C:5]([CH3:25])[O:4][N:3]=1 |f:1.2,4.5|. Procedure details: A mixture of tert-butyl 9-(3,5-dimethylisoxazol-4-yl)-2,3-dihydro-1,4-benzoxazepine-4(5H)-carboxylate (120 mg, 0.348 mmol), ethyl acetate (1 ml) and 4N hydrogen chloride-ethyl acetate solution (2 ml) was stirred at room temperature for 1 hr, and the solvent was evaporated under reduced pressure. The residue was recrystallized from a mixed solvent of methanol and ether to give the desired product (67.4 mg, 69.0%) as a solid. The reactants are N1=C(C=CC=C1)C(=O)O (picolinic acid), C1=CC(=CC=C1[N+](=O)[O-])O (p-nitrophenol), C1CCC(CC1)N=C=NC2CCCCC2 (DCC). Solvent: C(Cl)Cl (CH2Cl2), C(Cl)Cl (CH2Cl2). Run at time 17 hour. Product: N1=C(C=CC=C1)C(=O)OC1=CC=C(C=C1)[N+](=O)[O-] (p-nitrophenyl picolinate). Yield: 63.0%. Reaction SMILES: [N:1]1[CH:6]=[CH:5][CH:4]=[CH:3][C:2]=1[C:7]([OH:9])=[O:8].[CH:10]1[C:15]([N+:16]([O-:18])=[O:17])=[CH:14][CH:13]=[C:12](O)[CH:11]=1.C1CCC(N=C=NC2CCCCC2)CC1>C(Cl)Cl>[N:1]1[CH:6]=[CH:5][CH:4]=[CH:3][C:2]=1[C:7]([O:9][C:12]1[CH:11]=[CH:10][C:15]([N+:16]([O-:18])=[O:17])=[CH:14][CH:13]=1)=[O:8]. Reported procedure: 4.92 g, 40 mmoles, picolinic acid and 5.84 g, 42 mmoles p-nitrophenol were suspended/dissolved in 200 ml CH2Cl2. Then 8.24 g, 40 mmoles, DCC was added in 20 ml CH2Cl2 with vigorous stirring. Stirring was continued in room temperature for 17 h. Then the mixture was filtered and the filter cake washed with 30-40 ml CH2Cl2. The raw product was first treated with 100 ml Et2O with stirring in ice-bath and filtered. Recrystallization from 250 ml iPrOH gave 6.24 g, 63% product. M.p. 154°-6° C. (dec.). ... Starting materials: BrC1=NN(C2=CC=CC(=C12)[N+](=O)[O-])CC1=NC(=CC=C1)C(C)C (3-bromo-1-((6-isopropylpyridin-2-yl)methyl)-4-nitro-1H-indazole). The reagents and catalysts are [OH-].[OH-].[Pd+2] (Pd(OH)2/C). The solvent is CCO (EtOH). Reaction conditions: time 4 hour. The product is C(C)(C)C1=CC=CC(=N1)CN1N=CC=2C(=CC=CC12)N (1-((6-isopropylpyridin-2-yl)methyl)-1H-indazol-4-amine). The yield is 68.0%. As a reaction SMILES: Br[C:2]1[C:10]2[C:5](=[CH:6][CH:7]=[CH:8][C:9]=2[N+:11]([O-])=O)[N:4]([CH2:14][C:15]2[CH:20]=[CH:19][CH:18]=[C:17]([CH:21]([CH3:23])[CH3:22])[N:16]=2)[N:3]=1>CCO.[OH-].[OH-].[Pd+2]>[CH:21]([C:17]1[N:16]=[C:15]([CH2:14][N:4]2[C:5]3[CH:6]=[CH:7][CH:8]=[C:9]([NH2:11])[C:10]=3[CH:2]=[N:3]2)[CH:20]=[CH:19][CH:18]=1)([CH3:23])[CH3:22] |f:2.3.4|. Procedure details: To 3-bromo-1-((6-isopropylpyridin-2-yl)methyl)-4-nitro-1H-indazole (2.10 g, 5.60 mmol) in EtOH (30 mL) was added Pd(OH)2/C (1.21 g, 1.72 mmol). The reaction mixture purged with N2 and H2 three times each. The reaction was then charged with H2 to 45 psi. The reaction mixture was stirred for 4 hours and filtered through Celite®. The Celite® was washed with EtOH (200 mL) and the filtrate was concentrated under reduced pressure. The residue was purified by silica gel flash chromatography (EtOAc/hexa...